From a dataset of the Open Reaction Database (ORD), a public repository of structured organic reaction records. describe an organic reaction: reactants, conditions, products, and yield Starting materials: O=C([O-])[O-], COc1ccc2c(C[N+](C)(C)C)cn(C)c2c1, CC#N, [I-], [K+], [K+], c1ccc2[nH]c(NCC3CCNCC3)nc2c1. Product: COc1ccc2c(CN3CCC(CNc4nc5ccccc5[nH]4)CC3)cn(C)c2c1. RXN SMILES: [C:36](=[O:37])([O-:38])[O-:39].[CH3:19][O:20][c:21]1[cH:22][cH:23][c:24]2[c:25]([CH2:31][N+:32]([CH3:33])([CH3:34])[CH3:35])[cH:26][n:27]([CH3:30])[c:28]2[cH:29]1.[CH3:42][C:43]#[N:44].[I-:18].[K+:40].[K+:41].[nH:1]1[c:2]([NH:10][CH2:11][CH:12]2[CH2:13][CH2:14][NH:15][CH2:16][CH2:17]2)[n:3][c:4]2[c:5]1[cH:6][cH:7][cH:8][cH:9]2>>[nH:1]1[c:2]([NH:10][CH2:11][CH:12]2[CH2:13][CH2:14][N:15]([CH2:31][c:25]3[c:24]4[cH:23][cH:22][c:21]([O:20][CH3:19])[cH:29][c:28]4[n:27]([CH3:30])[cH:26]3)[CH2:16][CH2:17]2)[n:3][c:4]2[c:5]1[cH:6][cH:7][cH:8][cH:9]2. Starting materials: C(C)(C)(C)C=1C=C(C=C(C1O)C(C)(C)C)S (3,5-di-t-butyl-4-hydroxybenzenethiol), ClC=1C=CC(=C(C1)N(C(OC(C)(C)C)=O)C)[N+](=O)[O-] (t-butyl N-(5-chloro-2-nitrophenyl)-N-methylcarbamate), [H-].[Na+] (sodium hydride). The solvent is CN(C=O)C (N,N-dimethylformamide). Product: C(C)(C)(C)C=1C=C(C=C(C1O)C(C)(C)C)SC=1C=CC(=C(C1)N(C(OC(C)(C)C)=O)C)[N+](=O)[O-] (t-Butyl N-[5-(3,5-di-t-butyl-4-hydroxyphenylthio)-2-nitrophenyl]-N-methylcarbamate). Isolated yield 38.0%. As a reaction SMILES: [C:1]([C:5]1[CH:6]=[C:7]([SH:16])[CH:8]=[C:9]([C:12]([CH3:15])([CH3:14])[CH3:13])[C:10]=1[OH:11])([CH3:4])([CH3:3])[CH3:2].Cl[C:18]1[CH:19]=[CH:20][C:21]([N+:33]([O-:35])=[O:34])=[C:22]([N:24]([CH3:32])[C:25](=[O:31])[O:26][C:27]([CH3:30])([CH3:29])[CH3:28])[CH:23]=1.[H-].[Na+]>CN(C)C=O>[C:1]([C:5]1[CH:6]=[C:7]([S:16][C:18]2[CH:19]=[CH:20][C:21]([N+:33]([O-:35])=[O:34])=[C:22]([N:24]([CH3:32])[C:25](=[O:31])[O:26][C:27]([CH3:28])([CH3:29])[CH3:30])[CH:23]=2)[CH:8]=[C:9]([C:12]([CH3:15])([CH3:14])[CH3:13])[C:10]=1[OH:11])([CH3:4])([CH3:3])[CH3:2] |f:2.3|. Procedure: By using 476 mg of 3,5-di-t-butyl-4-hydroxybenzenethiol, 573 mg of t-butyl N-(5-chloro-2-nitrophenyl)-N-methylcarbamate, 175 mg of sodium hydride (55% by weight) and 10 ml of anhydrous N,N-dimethylformamide, reaction and purification were carried out in a similar manner to that described in Reference Example 6, whereby 371 mg of the title compound were obtained. The reactants are O=C1NC(=O)c2ccccc21, CCCCc1noc(C)c1CCl, [K], CN(C)C=O, O. The product is CCCCc1noc(C)c1CN1C(=O)c2ccccc2C1=O. As a reaction SMILES: [C:2]1(=[O:12])[c:3]2[c:4]([cH:8][cH:9][cH:10][cH:11]2)[C:5](=[O:7])[NH:6]1.[CH2:13]([CH2:14][CH2:15][CH3:16])[c:17]1[n:18][o:19][c:20]([CH3:24])[c:21]1[CH2:22][Cl:23].[K:1].[O:25]=[CH:26][N:27]([CH3:28])[CH3:29].[OH2:30]>>[C:2]1(=[O:12])[c:3]2[c:4]([cH:8][cH:9][cH:10][cH:11]2)[C:5](=[O:7])[N:6]1[CH2:22][c:21]1[c:17]([CH2:13][CH2:14][CH2:15][CH3:16])[n:18][o:19][c:20]1[CH3:24]. Starting materials: ClC1=CC=C(C=C1)C1=C(N=C(N1)C1=C(C=CC=C1[N+](=O)[O-])Cl)C1=CC=NC=C1 (4-[5-(4-chlorophenyl)-2-(2-chloro-6-nitrophenyl) imidazol-4-yl]pyridine). Reagents/catalysts: [Pd] (palladium/charcoal). Solvent: CO (methanol). Product: ClC=1C(=C(C=CC1)N)C=1NC(=C(N1)C1=CC=NC=C1)C1=CC=C(C=C1)Cl (3-chloro-2-[5-(4-chlorophenyl)-4-pyridin-4-yl-imidazol-2-yl]phenylamine). The yield is 53.9%. RXN SMILES: [Cl:1][C:2]1[CH:7]=[CH:6][C:5]([C:8]2[NH:12][C:11]([C:13]3[C:18]([N+:19]([O-])=O)=[CH:17][CH:16]=[CH:15][C:14]=3[Cl:22])=[N:10][C:9]=2[C:23]2[CH:28]=[CH:27][N:26]=[CH:25][CH:24]=2)=[CH:4][CH:3]=1>CO.[Pd]>[Cl:22][C:14]1[C:13]([C:11]2[NH:12][C:8]([C:5]3[CH:6]=[CH:7][C:2]([Cl:1])=[CH:3][CH:4]=3)=[C:9]([C:23]3[CH:28]=[CH:27][N:26]=[CH:25][CH:24]=3)[N:10]=2)=[C:18]([NH2:19])[CH:17]=[CH:16][CH:15]=1. Procedure: A solution of 0.2 g of 4-[5-(4-chlorophenyl)-2-(2-chloro-6-nitrophenyl) imidazol-4-yl]pyridine in 20 ml of methanol was hydrogenated in the presence of 0.1 g of 10% palladium/charcoal for 2 hours. The catalyst was filtered off and the solution was evaporated to dryness. Recrystallization from ethyl acetate yielded 0.1 g of 3-chloro-2-[5-(4-chlorophenyl)-4-pyridin-4-yl-imidazol-2-yl]phenylamine, m.p. 220-222° C. Reactants: C(C)(C)(C)C1=CC=C(C=C1)N1C(C=2C(=NC=CC2C1O)F)=O (2-(4-tert-butyl-phenyl)-4-fluoro-1-hydroxy-1,2-dihydro-pyrrolo[3,4-c]pyridin-3-one), NCC1=CC=NC=C1 (4-(aminomethyl)pyridine). The solvent is CCN(C(C)C)C(C)C (DIEA), C(CCC)O (BuOH). Run at temperature 170 celsius. The product is C(C)(C)(C)C1=CC=C(C=C1)N1C(C=2C(=NC=CC2C1O)NCC1=CC=NC=C1)=O (2-(4-tert-butyl-phenyl)-1-hydroxy-4-[(pyridin-4-ylmethyl)-amino]-1,2-dihydro-pyrrolo[3,4-c]pyridin-3-one). Reaction SMILES: [C:1]([C:5]1[CH:10]=[CH:9][C:8]([N:11]2[CH:19]([OH:20])[C:18]3[CH:17]=[CH:16][N:15]=[C:14](F)[C:13]=3[C:12]2=[O:22])=[CH:7][CH:6]=1)([CH3:4])([CH3:3])[CH3:2].[NH2:23][CH2:24][C:25]1[CH:30]=[CH:29][N:28]=[CH:27][CH:26]=1>CCN(C(C)C)C(C)C.C(O)CCC>[C:1]([C:5]1[CH:10]=[CH:9][C:8]([N:11]2[CH:19]([OH:20])[C:18]3[CH:17]=[CH:16][N:15]=[C:14]([NH:23][CH2:24][C:25]4[CH:30]=[CH:29][N:28]=[CH:27][CH:26]=4)[C:13]=3[C:12]2=[O:22])=[CH:7][CH:6]=1)([CH3:4])([CH3:3])[CH3:2]. Procedure details: A mixture of 2-(4-tert-butyl-phenyl)-4-fluoro-1-hydroxy-1,2-dihydro-pyrrolo[3,4-c]pyridin-3-one (0.11 g, 0.38 mmol, Step B) and 4-(aminomethyl)pyridine (0.070 mL, 0.68 mmol) in 0.70 mL of DIEA and 1.0 ml of BuOH was subjected to microwave heating at 170° C. for 17 min. The volatiles were removed under reduced pressure, and the residue was purified by flash column chromatography (0 to 5% of MeOH in CH2Cl2) to provide the titled compound as an off-white solid. MS (ES+): 389.1 (M+H)+. Calc'd for C2... The reactants are OC(C(C)C)(C=1N=CN(C1)C(C1=CC=CC=C1)(C1=CC=CC=C1)C1=CC=CC=C1)C1=CC=C(C=C1)C1=CC(=CC(=C1)C(F)(F)F)NC(C)=O (N-[4′-[1-hydroxy-2-methyl-1-(1-trityl-1H-imidazol-4-yl)propyl]-5-(trifluoromethyl)[1,1′-biphenyl]-3-yl]acetamide), Cl.N1=CC=CC=C1 (pyridine hydrochloride). Product: OC(C(C)C)(C=1N=CNC1)C1=CC=C(C=C1)C1=CC(=CC(=C1)C(F)(F)F)NC(C)=O (N-[4′-[1-hydroxy-1-(1H-imidazol-4-yl)-2-methylpropyl]-5-(trifluoromethyl)[1,1′-biphenyl]-3-yl]acetamide). Isolated yield 50.5%. Reaction SMILES: [OH:1][C:2]([C:30]1[CH:35]=[CH:34][C:33]([C:36]2[CH:41]=[C:40]([C:42]([F:45])([F:44])[F:43])[CH:39]=[C:38]([NH:46][C:47](=[O:49])[CH3:48])[CH:37]=2)=[CH:32][CH:31]=1)([C:6]1[N:7]=[CH:8][N:9](C(C2C=CC=CC=2)(C2C=CC=CC=2)C2C=CC=CC=2)[CH:10]=1)[CH:3]([CH3:5])[CH3:4].Cl.N1C=CC=CC=1>>[OH:1][C:2]([C:30]1[CH:31]=[CH:32][C:33]([C:36]2[CH:41]=[C:40]([C:42]([F:43])([F:44])[F:45])[CH:39]=[C:38]([NH:46][C:47](=[O:49])[CH3:48])[CH:37]=2)=[CH:34][CH:35]=1)([C:6]1[N:7]=[CH:8][NH:9][CH:10]=1)[CH:3]([CH3:5])[CH3:4] |f:1.2|. Procedure: By the reaction in the same manner as in Example 4-(iii) using N-[4′-[1-hydroxy-2-methyl-1-(1-trityl-1H-imidazol-4-yl)propyl]-5-(trifluoromethyl)[1,1′-biphenyl]-3-yl]acetamide (1.85 g) and pyridine hydrochloride (551 mg), the colorless amorphous title compound (591 mg) was obtained. The reactants are C(#N)[BH3-].[Na+] (Sodium cyanoborohydride), NC1CN2C3=C(C=CC=C3C1)NC2=O (5-amino-5,6-dihydro-4H-imidazo(4,5,1-ij)quinolin-2(1H)-one), C[O-].[Na+] (sodium methoxide), C(CC)=O (propionaldehyde), N (ammonia). The solvent is C(Cl)(Cl)Cl (chloroform), CO (methanol). Run at time 30 minute. Yields the product C(CC)NC1CN2C3=C(C=CC=C3C1)NC2=O (5,6-dihydro-5-(propylamino)-4H-imidazo(4,5,1-ij)quinolin-2(1H)-one). Yield: 63.8%. RXN SMILES: C([BH3-])#N.[Na+].[NH2:5][CH:6]1[CH2:15][C:14]2[C:9]3=[C:10]([NH:16][C:17](=[O:18])[N:8]3[CH2:7]1)[CH:11]=[CH:12][CH:13]=2.C[O-].[Na+].[CH:22](=O)[CH2:23][CH3:24].N>CO.C(Cl)(Cl)Cl>[CH2:22]([NH:5][CH:6]1[CH2:15][C:14]2[C:9]3=[C:10]([NH:16][C:17](=[O:18])[N:8]3[CH2:7]1)[CH:11]=[CH:12][CH:13]=2)[CH2:23][CH3:24] |f:0.1,3.4|. Procedure details: Sodium cyanoborohydride (0.17 g) was added in small portions over a 5-hour period to a stirred solution of 1.90 g (8.4 mmol) 5-amino-5,6-dihydro-4H-imidazo(4,5,1-ij)quinolin-2(1H)-one, 0.85 mL sodium methoxide and 1.5 g propionaldehyde in methanol (175 mL). Methanolic ammonia solution was added, and after 30 minutes, the solvent was evaporated. The residual oil was partitioned between ethyl acetate and water and the crude product obtained by evaporating the ethyl acetate was dissolved in chlorof... Reactants: COC1=CC=C(COC(=O)N2[C@@H](C[C@H](C2)OS(=O)(=O)C)CNS(N)(=O)=O)C=C1 ((2S,4R)-1-p-methoxybenzyloxycarbonyl-4-methanesulfonyloxy-2-sulfamoylaminomethylpyrrolidine), C(C)(=S)[O-].[K+] (potassium thioacetate). The solvent is C(C)(=O)OCC (ethyl acetate), CN(C=O)C (dimethylformamide). Run at temperature 60 celsius, time 5 hour. Yields the product COC1=CC=C(COC(=O)N2[C@@H](C[C@@H](C2)SC(C)=O)CNS(N)(=O)=O)C=C1 ((2S,4S)-1-p-methoxybenzyloxycarbonyl-4-acetylthio-2-sulfamoylaminomethylpyrrolidine). The yield is 45.0%. Reaction SMILES: [CH3:1][O:2][C:3]1[CH:28]=[CH:27][C:6]([CH2:7][O:8][C:9]([N:11]2[CH2:15][C@H:14](OS(C)(=O)=O)[CH2:13][C@H:12]2[CH2:21][NH:22][S:23](=[O:26])(=[O:25])[NH2:24])=[O:10])=[CH:5][CH:4]=1.[C:29]([O-:32])(=[S:31])[CH3:30].[K+]>CN(C)C=O.C(OCC)(=O)C>[CH3:1][O:2][C:3]1[CH:4]=[CH:5][C:6]([CH2:7][O:8][C:9]([N:11]2[CH2:15][C@@H:14]([S:31][C:29](=[O:32])[CH3:30])[CH2:13][C@H:12]2[CH2:21][NH:22][S:23](=[O:25])(=[O:26])[NH2:24])=[O:10])=[CH:27][CH:28]=1 |f:1.2|. Procedure: To a solution of crude (2S,4R)-1-p-methoxybenzyloxycarbonyl-4-methanesulfonyloxy-2-sulfamoylaminomethylpyrrolidine (2.26 g) obtained in Step 5 in dimethylformamide (12 ml), potassium thioacetate (1.7 g) is added. The mixture is stirred at 60° C. for 5 hours. The reaction mixture is diluted with ethyl acetate, successively washed with water and brine, dried over magnesium sulfate, and concentrated in vacuo. The residue is purified by silica gel column chromatography (toluene:ethyl acetate=1:2) to...